This data is from the Open Reaction Database (ORD), a public repository of structured organic reaction records. The task is: describe an organic reaction: reactants, conditions, products, and yield Starting materials: CS(=O)(=O)OCCN1N=CC=2C3=C(CCC12)C1=C(S3)N=CN=C1NC=1C=C3C=NN(C3=CC1)CC1=CC(=CC=C1)F (2-(6-{[1-(3-fluorobenzyl)-1H-indazol-5-yl]amino}-4,5-dihydro-3H-pyrimido[5′,4′:4,5]thieno[2,3-e]indazol-3-yl)ethyl methanesulfonate), N1C=NC=C1 (imidazole), C(C)(C)N(CC)C(C)C (diisopropylethylamine). Product: FC=1C=C(CN2N=CC3=CC(=CC=C23)NC=2N=CN=C3C2C2=C(C=4C=NN(C4CC2)CCN2C=NC=C2)S3)C=CC1 (N-[1-(3-fluorobenzyl)-1H-indazol-5-yl]-3-[2-(1H-imidazol-1-yl)ethyl]-4,5-dihydro-3H-pyrimido[5′,4′:4,5]thieno[2,3-e]indazol-6-amine). As a reaction SMILES: CS(O[CH2:6][CH2:7][N:8]1[C:16]2[CH2:15][CH2:14][C:13]3[C:17]4[C:23]([NH:24][C:25]5[CH:26]=[C:27]6[C:31](=[CH:32][CH:33]=5)[N:30]([CH2:34][C:35]5[CH:40]=[CH:39][CH:38]=[C:37]([F:41])[CH:36]=5)[N:29]=[CH:28]6)=[N:22][CH:21]=[N:20][C:18]=4[S:19][C:12]=3[C:11]=2[CH:10]=[N:9]1)(=O)=O.[NH:42]1[CH:46]=[CH:45][N:44]=[CH:43]1.C(N(C(C)C)CC)(C)C>>[F:41][C:37]1[CH:36]=[C:35]([CH:40]=[CH:39][CH:38]=1)[CH2:34][N:30]1[C:31]2[C:27](=[CH:26][C:25]([NH:24][C:23]3[N:22]=[CH:21][N:20]=[C:18]4[S:19][C:12]5[C:11]6[CH:10]=[N:9][N:8]([CH2:7][CH2:6][N:42]7[CH:46]=[CH:45][N:44]=[CH:43]7)[C:16]=6[CH2:15][CH2:14][C:13]=5[C:17]=34)=[CH:33][CH:32]=2)[CH:28]=[N:29]1. Reported procedure: The title compound was prepared following the procedure described for example 277, utilizing 2-(6-{[1-(3-fluorobenzyl)-1H-indazol-5-yl]amino}-4,5-dihydro-3H-pyrimido[5′,4′:4,5]thieno[2,3-e]indazol-3-yl)ethyl methanesulfonate (1.53 g, 3.0 mmol), imidazole (17 mg, 0.25 mmol), and diisopropylethylamine (0.06 mL, 0.34 mmol). The desired product was collected as a white solid (37 mg, 39%). 1H-NMR (CD2Cl2-d2) δ 8.26 (s, 1H), 8.04 (s, 1H), 7.98 (s, 1H), 7.65 (s, 1H), 7.50 (d, 1H), 7.40 (d, 1H), 7.21-7.... The reactants are CCCCCCCN(CCc1ccc(CC(OCC)C(=O)OC)cc1)C(=O)Nc1ccc(F)cc1F, [Li+], C1CCOC1, [OH-]. Yields the product CCCCCCCN(CCc1ccc(CC(OCC)C(=O)O)cc1)C(=O)Nc1ccc(F)cc1F. RXN SMILES: [CH3:1][O:2][C:3]([CH:4]([CH2:5][c:6]1[cH:7][cH:8][c:9]([CH2:12][CH2:13][N:14]([C:15](=[O:16])[NH:17][c:18]2[c:19]([F:25])[cH:20][c:21]([F:24])[cH:22][cH:23]2)[CH2:26][CH2:27][CH2:28][CH2:29][CH2:30][CH2:31][CH3:32])[cH:10][cH:11]1)[O:33][CH2:34][CH3:35])=[O:36].[Li+:38].[O:39]1[CH2:40][CH2:41][CH2:42][CH2:43]1.[OH-:37]>>[O:2]=[C:3]([CH:4]([CH2:5][c:6]1[cH:7][cH:8][c:9]([CH2:12][CH2:13][N:14]([C:15](=[O:16])[NH:17][c:18]2[c:19]([F:25])[cH:20][c:21]([F:24])[cH:22][cH:23]2)[CH2:26][CH2:27][CH2:28][CH2:29][CH2:30][CH2:31][CH3:32])[cH:10][cH:11]1)[O:33][CH2:34][CH3:35])[OH:36]. Reactants: CC(C)(N)CO, CN(C)C=O, Cn1c(Cl)nc2nn(Cc3ccc(-c4ccccc4)cc3)cc2c1=O. Yields the product Cn1c(NC(C)(C)CO)nc2nn(Cc3ccc(-c4ccccc4)cc3)cc2c1=O. Reaction SMILES: [NH2:26][C:27]([CH2:28][OH:29])([CH3:30])[CH3:31].[O:32]=[CH:33][N:34]([CH3:35])[CH3:36].[c:1]1(-[c:20]2[cH:21][cH:22][cH:23][cH:24][cH:25]2)[cH:2][cH:3][c:4]([CH2:7][n:8]2[n:9][c:10]3[n:11][c:12]([Cl:19])[n:13]([CH3:18])[c:14](=[O:17])[c:15]3[cH:16]2)[cH:5][cH:6]1>>[c:1]1(-[c:20]2[cH:21][cH:22][cH:23][cH:24][cH:25]2)[cH:2][cH:3][c:4]([CH2:7][n:8]2[n:9][c:10]3[n:11][c:12]([NH:26][C:27]([CH2:28][OH:29])([CH3:30])[CH3:31])[n:13]([CH3:18])[c:14](=[O:17])[c:15]3[cH:16]2)[cH:5][cH:6]1. The reactants are O (water), NC=1C=C(C=C2C(=C(C=NC12)C(=O)NCC1=CC=C(C=C1)Cl)O)CN1CCOCC1 (8-amino-N-(4-chlorobenzyl)-4-hydroxy-6-(4-morpholinylmethyl)-3-quinolinecarboxamide), C(=O)(N1C=NC=C1)N1C=NC=C1 (1,1′-carbonyl diimidazole), C(=O)(N1C=NC=C1)N1C=NC=C1 (1,1′-carbonyl diimidazole). Run in CN(C)C=O (DMF). Reaction conditions: temperature 80 celsius, time 1 hour. The product is ClC1=CC=C(CNC(=O)C2=CN3C4=C(C=C(C=C4C2=O)CN2CCOCC2)NC3=O)C=C1 (N-(4-Chlorobenzyl)-8-(4-morpholinylmethyl)-2,6-dioxo-1,2-dihydro-6H-imidazo[4,5,1-ij]quinoline-5-carboxamide). Yield: 74.3%. As a reaction SMILES: [NH2:1][C:2]1[CH:3]=[C:4]([CH2:24][N:25]2[CH2:30][CH2:29][O:28][CH2:27][CH2:26]2)[CH:5]=[C:6]2[C:11]=1[N:10]=[CH:9][C:8]([C:12]([NH:14][CH2:15][C:16]1[CH:21]=[CH:20][C:19]([Cl:22])=[CH:18][CH:17]=1)=[O:13])=[C:7]2[OH:23].[C:31](N1C=CN=C1)(N1C=CN=C1)=[O:32].O>CN(C=O)C>[Cl:22][C:19]1[CH:20]=[CH:21][C:16]([CH2:15][NH:14][C:12]([C:8]2[C:7](=[O:23])[C:6]3[C:11]4=[C:2]([NH:1][C:31](=[O:32])[N:10]4[CH:9]=2)[CH:3]=[C:4]([CH2:24][N:25]2[CH2:26][CH2:27][O:28][CH2:29][CH2:30]2)[CH:5]=3)=[O:13])=[CH:17][CH:18]=1. Reported procedure: A mixture of 8-amino-N-(4-chlorobenzyl)-4-hydroxy-6-(4-morpholinylmethyl)-3-quinolinecarboxamide (Preparation 3, 331 mg) and 1,1′-carbonyl diimidazole (215 mg) in DMF (2.5 mL) is heated at 80° C. for 1 h. A second portion of 1,1′-carbonyl diimidazole (167 mg) is added and heating is continued for an additional 1 h. After cooling, water (8 mL) is added and the resulting precipitate is filtered off, washed with water and dried to afford 261 mg of the title compound. Physical characteristics: M.p. ... The reactants are [BH4-], CC(=O)c1ccc(C#N)s1, CO, [Na+]. Product: CC(O)c1ccc(C#N)s1. Reaction SMILES: [BH4-:11].[C:1]([CH3:2])(=[O:3])[c:4]1[s:5][c:6]([C:9]#[N:10])[cH:7][cH:8]1.[CH3:13][OH:14].[Na+:12]>>[CH:1]([CH3:2])([OH:3])[c:4]1[s:5][c:6]([C:9]#[N:10])[cH:7][cH:8]1. Reactants: CC(=O)O, Cl, Cc1ccc(S(=O)(=O)N2CCCC2C(=O)N2CC(c3ccccc3)c3ccccc32)cc1. Product: c1ccc(C2CNc3ccccc32)cc1. As a reaction SMILES: [CH3:34][C:35](=[O:36])[OH:37].[ClH:33].[c:1]1([CH:7]2[CH2:8][N:9]([C:16](=[O:17])[CH:18]3[CH2:19][CH2:20][CH2:21][N:22]3[S:23]([c:24]3[cH:25][cH:26][c:27]([CH3:28])[cH:29][cH:30]3)(=[O:31])=[O:32])[c:10]3[cH:11][cH:12][cH:13][cH:14][c:15]32)[cH:2][cH:3][cH:4][cH:5][cH:6]1>>[c:1]1([CH:7]2[CH2:8][NH:9][c:10]3[cH:11][cH:12][cH:13][cH:14][c:15]32)[cH:2][cH:3][cH:4][cH:5][cH:6]1. The reactants are N1=CC=CC=C1 (pyridine), C(C)(=O)OC=1C(C(=O)Cl)=CC=CC1 (acetyl-salicyloyl chloride), Cl (hydrochloric acid), BrC1=C(C(C(=O)O)=CC(=C1)N)O (3-Bromo-5-aminosalicylic acid). The solvent is CC(=O)C (acetone), CC(=O)C (acetone), CO (methanol), [OH-].[Na+] (sodium hydroxide). Yields the product BrC=1C=C(NC(C2=C(C=CC=C2)O)=O)C=C(C1O)C(=O)O (3'-bromo5'-carboxy-2,4'-dihydroxybenzanilide). Yield: 95.8%. RXN SMILES: [Br:1][C:2]1[CH:10]=[C:9]([NH2:11])[CH:8]=[C:4]([C:5]([OH:7])=[O:6])[C:3]=1[OH:12].N1C=CC=CC=1.C([O:22][C:23]1[C:24](=[CH:28][CH:29]=[CH:30][CH:31]=1)[C:25](Cl)=[O:26])(=O)C.Cl>CC(C)=O.CO.[OH-].[Na+]>[Br:1][C:2]1[CH:10]=[C:9]([CH:8]=[C:4]([C:5]([OH:7])=[O:6])[C:3]=1[OH:12])[NH:11][C:25](=[O:26])[C:24]1[CH:28]=[CH:29][CH:30]=[CH:31][C:23]=1[OH:22] |f:6.7|. Procedure: 3-Bromo-5-aminosalicylic acid (0.73 g.) was dissolved in acetone (30 ml.) and pyridine (0.4 ml.) to which an acetone (14 ml.) solution containing acetyl-salicyloyl chloride (prepared from 0.53 g. of acetyl-salicylic acid) was added dropwise with stirring. After reaction the solution was evaporated to dryness under reduced and the residue was dissolved in ethyl acetate. After washing the solution with water and 1 N hydrochloric acid successively, the ethyl acetate was evaporated off under reduced... Starting materials: ICCCO (3-iodo-1-propanol), C(CCCCCC)NC(N(C)C=1C=C(C=CC1)C1=C(C=C(C=C1)CCC(=O)OC)O)=O (methyl 3-[3′-(3-heptyl-1-methylureido)-2-hydroxybiphenyl-4-yl]propanoate), C([O-])([O-])=O.[K+].[K+] (potassium carbonate). Solvent: C(C)C(=O)C (methyl ethyl ketone). The product is C(CCCCCC)NC(N(C)C=1C=C(C=CC1)C1=C(C=C(C=C1)CCC(=O)OC)OCCCO)=O (methyl 3-[3′-(3-heptyl-1-methylureido)-2-(3-hydroxypropoxy)biphenyl-4-yl]propanoate). Yield: 79.6%. As a reaction SMILES: I[CH2:2][CH2:3][CH2:4][OH:5].[CH2:6]([NH:13][C:14](=[O:36])[N:15]([C:17]1[CH:18]=[C:19]([C:23]2[CH:28]=[CH:27][C:26]([CH2:29][CH2:30][C:31]([O:33][CH3:34])=[O:32])=[CH:25][C:24]=2[OH:35])[CH:20]=[CH:21][CH:22]=1)[CH3:16])[CH2:7][CH2:8][CH2:9][CH2:10][CH2:11][CH3:12].C(=O)([O-])[O-].[K+].[K+]>C(C(C)=O)C>[CH2:6]([NH:13][C:14](=[O:36])[N:15]([C:17]1[CH:18]=[C:19]([C:23]2[CH:28]=[CH:27][C:26]([CH2:29][CH2:30][C:31]([O:33][CH3:34])=[O:32])=[CH:25][C:24]=2[O:35][CH2:2][CH2:3][CH2:4][OH:5])[CH:20]=[CH:21][CH:22]=1)[CH3:16])[CH2:7][CH2:8][CH2:9][CH2:10][CH2:11][CH3:12] |f:2.3.4|. Procedure: In a manner similar to that of Example (25a), by reaction of 500 μL (5.2 mmol, 7.4 eq) of 3-iodo-1-propanol and 300 mg (0.7 mmol, 1 eq) of methyl 3-[3′-(3-heptyl-1-methylureido)-2-hydroxybiphenyl-4-yl]propanoate (prepared in Example 15f) in 10 ml of methyl ethyl ketone in the presence of 500 mg (3.61 mmol, 5.1 eq) of potassium carbonate at 80° C. for 15 hours, 270 mg of methyl 3-[3′-(3-heptyl-1-methylureido)-2-(3-hydroxypropoxy)biphenyl-4-yl]propanoate are obtained in oil form. Yield=79% Starting materials: O=C1c2ccccc2C(=O)N1CCBr, CC#N, [K+], [K+], OCCN1CCNCC1, O=C([O-])[O-]. Product: O=C1c2ccccc2C(=O)N1CCN1CCN(CCO)CC1. RXN SMILES: [Br:10][CH2:11][CH2:12][N:13]1[C:14](=[O:23])[c:15]2[c:16]([cH:19][cH:20][cH:21][cH:22]2)[C:17]1=[O:18].[CH3:30][C:31]#[N:32].[K+:24].[K+:25].[N:1]1([CH2:7][CH2:8][OH:9])[CH2:2][CH2:3][NH:4][CH2:5][CH2:6]1.[O-:26][C:27]([O-:28])=[O:29]>>[N:1]1([CH2:7][CH2:8][OH:9])[CH2:2][CH2:3][N:4]([CH2:11][CH2:12][N:13]2[C:14](=[O:23])[c:15]3[c:16]([cH:19][cH:20][cH:21][cH:22]3)[C:17]2=[O:18])[CH2:5][CH2:6]1.